From a dataset of the Open Reaction Database (ORD), a public repository of structured organic reaction records. describe an organic reaction: reactants, conditions, products, and yield Reactants: COC(N=C(C(C1=C(C(=CC(=C1)OC)OC)F)=NC1=CC=C(C=C1)C#N)SC)=O ([2-(4-cyanophenylimino)-2-(2-fluoro-3,5-dimethoxyphenyl)-1-methylsulfanylethylidene]carbamic acid methyl ester), FC1=C(C=O)C=C(C(=C1)OC)OC (2-fluoro-4,5-dimethoxybenzaldehyde). The product is COC(N=C(C(C1=C(C=C(C(=C1)OC)OC)F)=NC1=CC=C(C=C1)C#N)SC)=O ([2-(4-Cyanophenylimino)-2-(2-fluoro-4,5-dimethoxyphenyl)-1-methylsulfanylethylidene]carbamic acid methyl ester). As a reaction SMILES: [CH3:1][O:2][C:3](=[O:29])[N:4]=[C:5]([S:27][CH3:28])[C:6](=[N:18][C:19]1[CH:24]=[CH:23][C:22]([C:25]#[N:26])=[CH:21][CH:20]=1)[C:7]1[CH:12]=[C:11]([O:13][CH3:14])[CH:10]=[C:9](OC)[C:8]=1[F:17].FC1C=C(OC)C(OC)=CC=1[CH:33]=[O:34]>>[CH3:1][O:2][C:3](=[O:29])[N:4]=[C:5]([S:27][CH3:28])[C:6](=[N:18][C:19]1[CH:24]=[CH:23][C:22]([C:25]#[N:26])=[CH:21][CH:20]=1)[C:7]1[CH:12]=[C:11]([O:13][CH3:14])[C:10]([O:34][CH3:33])=[CH:9][C:8]=1[F:17]. Procedure: The same procedure was carried out as in Example (2a) to (2e), except that 2-fluoro-4,5-dimethoxybenzaldehyde was used instead of the 2-fluoro-3,5-dimethoxybenzaldehyde in Example (2a), to give [2-(4-Cyanophenylimino)-2-(2-fluoro-4,5-dimethoxyphenyl)-1-methylsulfanylethylidene]carbamic acid methyl ester. Reactants: NC1=NC2=CC=C(C=C2C=C1N1CCOCC1)C1=C(C=CC=C1C)C(O)C1=CC=CC=C1 ((2-(2-amino-3-morpholinoquinolin-6-yl)-3-methylphenyl)(phenyl)methanol), C(C)(=O)OCC (ethyl acetate). The reagents and catalysts are [OH-].[Pd+2].[OH-] (palladium hydroxide), [Pd] (Pd), [OH-].[OH-].[Pd+2] (Pd(OH)2). Solvent: C(C)O (ethanol). Run at time 72 hour. The product is C(C1=CC=CC=C1)C1=C(C(=CC=C1)C)C=1C=C2C=C(C(=NC2=CC1)N)N1CCOCC1 (6-(2-benzyl-6-methylphenyl)-3-morpholinoquinolin-2-amine). RXN SMILES: [NH2:1][C:2]1[C:11]([N:12]2[CH2:17][CH2:16][O:15][CH2:14][CH2:13]2)=[CH:10][C:9]2[C:4](=[CH:5][CH:6]=[C:7]([C:18]3[C:23]([CH3:24])=[CH:22][CH:21]=[CH:20][C:19]=3[CH:25]([C:27]3[CH:32]=[CH:31][CH:30]=[CH:29][CH:28]=3)O)[CH:8]=2)[N:3]=1.C(OCC)(=O)C>C(O)C.[OH-].[Pd+2].[OH-].[Pd]>[CH2:25]([C:19]1[CH:20]=[CH:21][CH:22]=[C:23]([CH3:24])[C:18]=1[C:7]1[CH:8]=[C:9]2[C:4](=[CH:5][CH:6]=1)[N:3]=[C:2]([NH2:1])[C:11]([N:12]1[CH2:13][CH2:14][O:15][CH2:16][CH2:17]1)=[CH:10]2)[C:27]1[CH:28]=[CH:29][CH:30]=[CH:31][CH:32]=1 |f:3.4.5|. Procedure details: A mixture of (2-(2-amino-3-morpholinoquinolin-6-yl)-3-methylphenyl)(phenyl)methanol (0.245 g, 0.576 mmol) and palladium hydroxide, 20 wt % Pd (dry basis) on carbon, wet (0.380 g, 2.71 mmol) in ethanol (15 mL) and ethyl acetate (5.0 mL) was stirred under H2 balloon overnight. 400 mg more Pd(OH)2 was added and stirred for 72 h. The product mixture was filtered through a pad of celite. The filtrate was concentrated and purified on HPLC (10-100% MeCN/H2O with 0.1% TFA) to afford 6-(2-benzyl-6-methyl... Starting materials: NC1=C(C=C(C=C1N)Cl)C (2,3-diamino-5-chlorotoluene), C(C(=O)O)(=O)O (oxalic acid). The solvent is O (water), Cl (hydrochloric acid). The product is ClC1=CC(=C2NC(C(NC2=C1)=O)=O)C (7-Chloro-5-methyl-1,4-dihydroquinoxalin-2,3-dione). As a reaction SMILES: [NH2:1][C:2]1[C:7]([NH2:8])=[CH:6][C:5]([Cl:9])=[CH:4][C:3]=1[CH3:10].[C:11](O)(=[O:15])[C:12](O)=[O:13]>Cl.O>[Cl:9][C:5]1[CH:6]=[C:7]2[C:2]([NH:1][C:11](=[O:15])[C:12](=[O:13])[NH:8]2)=[C:3]([CH3:10])[CH:4]=1. Reported procedure: 123 g (0.79 mol) of 2,3-diamino-5-chlorotoluene and 106.2 g (1.18 mol) of oxalic acid are heated at reflux for 5 hours in 800 ml of 4N hydrochloric acid. The reaction mixture is allowed to cool, and is diluted with water, filtered off on a suction filter and washed with water. The product is then stirred in hot ethanol, filtered off on a suction filter and the suction filter material is dried in vacuo at 60°. The title compound is obtained as slightly grayish crystals of m.p.>250°. The reactants are ClN1C(CCC1=O)=O (N-chlorosuccinimide), N1N=CC2=CC(=CC=C12)O (1H-indazol-5-ol), O (water). Run in O1CCCC1 (tetrahydrofuran). Conditions: temperature 40 celsius, time 1 hour. Yields the product ClC1=C2C=NNC2=CC=C1O (4-chloro-1H-indazol-5-ol). Isolated yield 86.6%. Reaction SMILES: [NH:1]1[C:9]2[C:4](=[CH:5][C:6]([OH:10])=[CH:7][CH:8]=2)[CH:3]=[N:2]1.[Cl:11]N1C(=O)CCC1=O.O>O1CCCC1>[Cl:11][C:5]1[C:6]([OH:10])=[CH:7][CH:8]=[C:9]2[C:4]=1[CH:3]=[N:2][NH:1]2. Procedure: To a solution of the 1H-indazol-5-ol (1.60 g, 0.0119 mol) obtained in Reference Example 4 in tetrahydrofuran (50 ml) was added N-chlorosuccinimide (1.59 g, 0.0119 mol) at room temperature. After 1 hour, the mixture thus obtained was heated to 40° C., and after another 2 hour, the mixture was heated to 50° C. After 5 hours, the reaction solution was poured into water (100 ml) and extracted with ethyl acetate (100 ml×3). The organic layer was dried over anhydrous magnesium sulfate and concentrated... Starting materials: COCBr (bromomethyl methyl ether), [H-].[Na+] (sodium hydride), CCCCCC (hexane), BrC1=C(C=CC=C1)O (2-bromophenol). The solvent is CN(C=O)C (dimethylformamide). Reaction conditions: time 30 minute. Product: BrC1=C(C=CC=C1)OCOC (1-Bromo-2-(methoxymethoxy)benzene). Yield: 97.1%. RXN SMILES: [H-].[Na+].CCCCCC.[Br:9][C:10]1[CH:15]=[CH:14][CH:13]=[CH:12][C:11]=1[OH:16].[CH3:17][O:18][CH2:19]Br>CN(C)C=O>[Br:9][C:10]1[CH:15]=[CH:14][CH:13]=[CH:12][C:11]=1[O:16][CH2:17][O:18][CH3:19] |f:0.1|. Reported procedure: The oil was removed from 4.5 g (60% in oil, 112 mmol, Aldrich) of sodium hydride dispersion by three-20 mL washes with hexane then the residue was covered with 75 mL of dimethylformamide (Burdick and Jackson). The resulting mixture was heated to about 50° and 18.1 g (105 mmol, Aldrich) of 2-bromophenol was added dropwise over 15 minutes. Vigorous gas evolution was observed. The reaction was stirred for an additional 30 minutes then the resulting gray-brown solution was cooled to 0° and 9.6 mL (1... Reactants: Cc1[nH]cnc1CSCCN, CS(=O)c1[nH]ccc1[N+](=O)[O-], CO. Product: Cc1[nH]cnc1CSCCNc1[nH]ccc1[N+](=O)[O-]. RXN SMILES: [CH3:12][c:13]1[c:14]([CH2:18][S:19][CH2:20][CH2:21][NH2:22])[n:15][cH:16][nH:17]1.[CH3:1][S:2](=[O:3])[c:4]1[nH:5][cH:6][cH:7][c:8]1[N+:9](=[O:10])[O-:11].[CH3:23][OH:24]>>[c:4]1([NH:22][CH2:21][CH2:20][S:19][CH2:18][c:14]2[c:13]([CH3:12])[nH:17][cH:16][n:15]2)[nH:5][cH:6][cH:7][c:8]1[N+:9](=[O:10])[O-:11]. Starting materials: OS(=O)(=O)[O-].[K+].CCOC(=O)C (KHSO4 EtOAc), COC1=CC=C(CS[C@@H]2C[C@H](N(C2)S(=O)(=O)CCC2=CC=CC=C2)C(=O)O)C=C1 ((2S,4R)-4-(4-Methoxy-benzylsulfanyl)-1-(2-phenyl-ethanesulfonyl)-pyrrolidine-2-carboxylic acid), C(C1=CC=CC=C1)CN (N-benzylmethylamine), CCN=C=NCCCN(C)C (EDCI), C=1C=CC2=C(C1)N=NN2O (HOBT). The solvent is C1CCOC1 (THF). Product: C(C1=CC=CC=C1)N(C(=O)[C@H]1N(C[C@@H](C1)SCC1=CC=C(C=C1)OC)S(=O)(=O)CCC1=CC=CC=C1)C ((2S,4R)-4-(4-Methoxy-benzylsulfanyl)-1-(2-phenyl-ethanesulfonyl)-pyrrolidine-2-carboxylic acid benzyl-methyl-amide). The yield is 9.7%. RXN SMILES: [CH3:1][O:2][C:3]1[CH:29]=[CH:28][C:6]([CH2:7][S:8][C@H:9]2[CH2:13][N:12]([S:14]([CH2:17][CH2:18][C:19]3[CH:24]=[CH:23][CH:22]=[CH:21][CH:20]=3)(=[O:16])=[O:15])[C@H:11]([C:25]([OH:27])=O)[CH2:10]2)=[CH:5][CH:4]=1.[CH2:30](CN)[C:31]1[CH:36]=[CH:35][CH:34]=[CH:33][CH:32]=1.C[CH2:40][N:41]=C=NCCCN(C)C.C1C=CC2N(O)N=NC=2C=1.OS([O-])(=O)=O.[K+].CCOC(C)=O>C1COCC1>[CH2:30]([N:41]([CH3:40])[C:25]([C@@H:11]1[CH2:10][C@@H:9]([S:8][CH2:7][C:6]2[CH:28]=[CH:29][C:3]([O:2][CH3:1])=[CH:4][CH:5]=2)[CH2:13][N:12]1[S:14]([CH2:17][CH2:18][C:19]1[CH:20]=[CH:21][CH:22]=[CH:23][CH:24]=1)(=[O:15])=[O:16])=[O:27])[C:31]1[CH:32]=[CH:33][CH:34]=[CH:35][CH:36]=1 |f:4.5.6|. Procedure details: A solution of 242 mg (0.4 mmol) (2S,4R)-4-(4-Methoxy-benzylsulfanyl)-1-(2-phenyl-ethanesulfonyl)-pyrrolidine-2-carboxylic acid in 4 ml THF was treated at 0° C. with 0.057 ml (0.44 mmol) N-benzylmethylamine, 92 mg (0.48 mmol) EDCI , 6.1 mg (0.04 mmol) HOBT and warmed up over night to RT. The reaction was poured into aqueous 10% KHSO4/EtOAc (3×). The organic phases were washed with aqueous 10% NaCl solution and dried over Na2SO4 to give after flash silicagel column (Hexane/EtOAc 4:1) 21 mg (10%) (... Reactants: O=Cc1ccc(Br)cc1O, C=CC#N, C1CN2CCN1CC2, CCOC(C)=O. Yields the product N#CC1=Cc2ccc(Br)cc2OC1. RXN SMILES: [Br:1][c:2]1[cH:3][c:4]([OH:10])[c:5]([CH:6]=[O:7])[cH:8][cH:9]1.[CH2:11]=[CH:12][C:13]#[N:14].[CH2:15]1[N:16]2[CH2:17][CH2:18][N:19]([CH2:20][CH2:21]2)[CH2:22]1.[CH3:23][CH2:24][O:25][C:26](=[O:27])[CH3:28]>>[Br:1][c:2]1[cH:3][c:4]2[c:5]([cH:8][cH:9]1)[CH:6]=[C:12]([C:13]#[N:14])[CH2:11][O:10]2. The product is BrC=1C(=C(C=CC1)N1C(C2=CC(=CC=C2C1)OC)=O)C (2-(3-bromo-2-methylphenyl)-6-methoxyisoindolin-1-one). The reactants are BrC=1C(=C(C=CC1)NCC1=C(C(=O)OC)C=C(C=C1)OC)C (methyl 2-((3-bromo-2-methylphenylamino)methyl)-5-methoxybenzoate), CC(C)([O-])C.[Na+] (sodium tert-butoxide), O (water). Solvent: C1CCOC1 (THF). Run at time 8 hour. Isolated yield 75.0%. RXN SMILES: [Br:1][C:2]1[C:3]([CH3:22])=[C:4]([NH:8][CH2:9][C:10]2[CH:19]=[CH:18][C:17]([O:20][CH3:21])=[CH:16][C:11]=2[C:12](OC)=[O:13])[CH:5]=[CH:6][CH:7]=1.CC(C)([O-])C.[Na+].O>C1COCC1>[Br:1][C:2]1[C:3]([CH3:22])=[C:4]([N:8]2[CH2:9][C:10]3[C:11](=[CH:16][C:17]([O:20][CH3:21])=[CH:18][CH:19]=3)[C:12]2=[O:13])[CH:5]=[CH:6][CH:7]=1 |f:1.2|. Procedure: Step 3 A solution of methyl 2-((3-bromo-2-methylphenylamino)methyl)-5-methoxybenzoate (360 mg, 0.988 mmol) in THF (10 mL) was treated with sodium tert-butoxide (142 mg, 1.483 mmol) and stirred at rt overnight. The mixture was treated with water and extracted twice with DCM. The combined organic phases were washed with water, dried and concentrated. The residue was purified by column chromatography (eluting with EtOAc-hexane) to provide 2-(3-bromo-2-methylphenyl)-6-methoxyisoindolin-1-one as a wh...